Dataset: the Open Reaction Database (ORD), a public repository of structured organic reaction records. Task: describe an organic reaction: reactants, conditions, products, and yield Reactants: CN(C=O)C (N,N-dimethylformamide), NC1=C(C=C(C(=N1)N1C=C(C(C2=CC(=C(C(=C12)Cl)F)F)=O)C(=O)O)F)Cl (1-(6-amino-5-chloro-3-fluoropyridine-2-yl)-8-chloro-6,7-difluoro-4-oxo-1,4-dihydroquinoline-3-carboxylic acid), Cl.Cl.NC1CNC1 (3-aminoazetidine dihydrochloride), CN1CCCC1 (N-methylpyrrolidine). Run in C(C)O (ethanol). Reaction conditions: temperature 85 celsius, time 20 minute. Yields the product NC1CN(C1)C1=C(C=C2C(C(=CN(C2=C1Cl)C1=NC(=C(C=C1F)Cl)N)C(=O)O)=O)F (7-(3-aminoazetidine-1-yl)-1-(6-amino-5-chloro-3-fluoropyridine-2-yl)-8-chloro-6-fluoro-4-oxo-1,4-dihydroquinoline-3-carboxylic acid). Yield: 49.2%. RXN SMILES: CN(C)C=O.[NH2:6][C:7]1[N:12]=[C:11]([N:13]2[C:22]3[C:17](=[CH:18][C:19]([F:25])=[C:20](F)[C:21]=3[Cl:23])[C:16](=[O:26])[C:15]([C:27]([OH:29])=[O:28])=[CH:14]2)[C:10]([F:30])=[CH:9][C:8]=1[Cl:31].Cl.Cl.[NH2:34][CH:35]1[CH2:38][NH:37][CH2:36]1.CN1CCCC1>C(O)C>[NH2:34][CH:35]1[CH2:38][N:37]([C:20]2[C:21]([Cl:23])=[C:22]3[C:17]([C:16](=[O:26])[C:15]([C:27]([OH:29])=[O:28])=[CH:14][N:13]3[C:11]3[C:10]([F:30])=[CH:9][C:8]([Cl:31])=[C:7]([NH2:6])[N:12]=3)=[CH:18][C:19]=2[F:25])[CH2:36]1 |f:2.3.4|. Reported procedure: To 280 mg of N,N-dimethylformamide were added 90 mg of 1-(6-amino-5-chloro-3-fluoropyridine-2-yl)-8-chloro-6,7-difluoro-4-oxo-1,4-dihydroquinoline-3-carboxylic acid, 70 mg of 3-aminoazetidine dihydrochloride, and 160 mg of N-methylpyrrolidine, and the mixture was stirred at 85° C. for 20 minutes. After adding 0.3 ml of ethanol, the mixture was allowed to cool, and the precipitate was collected by filtration and washed with ethanol and diisopropylether successively to obtain 50 mg of the title co... Starting materials: CC(C)(C)c1nc(C2CCC2)cc(N2CCN(CCCOc3nccc(OCc4ccccc4)n3)CC2)n1, C1CCOC1. Product: CC(C)(C)c1nc(C2CCC2)cc(N2CCN(CCCOc3nccc(O)n3)CC2)n1. RXN SMILES: [CH2:1]([c:2]1[cH:3][cH:4][cH:5][cH:6][cH:7]1)[O:8][c:9]1[n:10][c:11]([O:15][CH2:16][CH2:17][CH2:18][N:19]2[CH2:20][CH2:21][N:22]([c:25]3[n:26][c:27]([C:35]([CH3:36])([CH3:37])[CH3:38])[n:28][c:29]([CH:31]4[CH2:32][CH2:33][CH2:34]4)[cH:30]3)[CH2:23][CH2:24]2)[n:12][cH:13][cH:14]1.[O:39]1[CH2:40][CH2:41][CH2:42][CH2:43]1>>[OH:8][c:9]1[n:10][c:11]([O:15][CH2:16][CH2:17][CH2:18][N:19]2[CH2:20][CH2:21][N:22]([c:25]3[n:26][c:27]([C:35]([CH3:36])([CH3:37])[CH3:38])[n:28][c:29]([CH:31]4[CH2:32][CH2:33][CH2:34]4)[cH:30]3)[CH2:23][CH2:24]2)[n:12][cH:13][cH:14]1. Starting materials: N1=CC=CC2=C1NC1=C(NC2)C=CC=C1 (6,11-Dihydro-5H-pyrido[2,3-b][1,5]benzodiazepine), C([O-])([O-])=O.[K+].[K+] (potassium carbonate), ClC1=C(C(=O)Cl)C=CC(=C1)F (2-Chloro-4-fluorobenzoyl chloride). The solvent is CN(C=O)C (dimethylformamide), CN(C=O)C (dimethylformamide), O (water). Run at time 75 minute. Yields the product ClC1=C(C=CC(=C1)F)C(=O)N1CC2=C(NC3=C1C=CC=C3)N=CC=C2 ((2-Chloro-4-fluorophenyl)-(6,11-dihydro-5H-pyrido[2,3-b][1,5]benzodiazepin-6-yl)-methanone), material. Yield: 62.0%. Reaction SMILES: [N:1]1[C:6]2[NH:7][C:8]3[CH:15]=[CH:14][CH:13]=[CH:12][C:9]=3[NH:10][CH2:11][C:5]=2[CH:4]=[CH:3][CH:2]=1.C(=O)([O-])[O-].[K+].[K+].[Cl:22][C:23]1[CH:31]=[C:30]([F:32])[CH:29]=[CH:28][C:24]=1[C:25](Cl)=[O:26]>CN(C)C=O.O>[Cl:22][C:23]1[CH:31]=[C:30]([F:32])[CH:29]=[CH:28][C:24]=1[C:25]([N:10]1[C:9]2[CH:12]=[CH:13][CH:14]=[CH:15][C:8]=2[NH:7][C:6]2[N:1]=[CH:2][CH:3]=[CH:4][C:5]=2[CH2:11]1)=[O:26] |f:1.2.3|. Procedure details: To a solution of 6,11-dihydro-5H-pyrido[2,3-b][1,5]benzodiazepine of Step B (12.8 g, 65 mmol) in dimethylformamide (120 mL) under nitrogen was added potassium carbonate (19.76 g, 143 mmol). The mixture was cooled and treated dropwise with a solution of crude 2-chloro-4-fluorobenzoyl chloride of Step C (78 mmol) in dimethylformamide (50 mL). After stirring at room temperature for 75 minutes the mixture was diluted with water and extracted with dichloromethane. The organic extracts were dried over... Reactants: NC=1SC=C(N1)CC(=O)OCC (ethyl 2-amino-4-thiazolylacetate), ClC=1C(=C(OC2=CC=C(C=C2)S(=O)(=O)Cl)C=CC1)C#N (4-(3-chloro-2-cyanophenoxy)benzenesulfonyl chloride). Product: ClC=1C(=C(OC2=CC=C(C=C2)S(=O)(=O)NC=2SC=C(N2)CC(=O)OCC)C=CC1)C#N (Ethyl [2-({[4-(3-chloro-2-cyanophenoxy)phenyl]sulfonyl}amino)-1,3-thiazol-4-yl]acetate), solid. As a reaction SMILES: [NH2:1][C:2]1[S:3][CH:4]=[C:5]([CH2:7][C:8]([O:10][CH2:11][CH3:12])=[O:9])[N:6]=1.[Cl:13][C:14]1[C:15]([C:31]#[N:32])=[C:16]([CH:28]=[CH:29][CH:30]=1)[O:17][C:18]1[CH:23]=[CH:22][C:21]([S:24](Cl)(=[O:26])=[O:25])=[CH:20][CH:19]=1>>[Cl:13][C:14]1[C:15]([C:31]#[N:32])=[C:16]([CH:28]=[CH:29][CH:30]=1)[O:17][C:18]1[CH:19]=[CH:20][C:21]([S:24]([NH:1][C:2]2[S:3][CH:4]=[C:5]([CH2:7][C:8]([O:10][CH2:11][CH3:12])=[O:9])[N:6]=2)(=[O:25])=[O:26])=[CH:22][CH:23]=1. Procedure: The title compound was prepared from ethyl 2-amino-4-thiazolylacetate and 4-(3-chloro-2-cyanophenoxy)benzenesulfonyl chloride as described in the synthetic METHOD B to give a white solid (41.4 mg) with purity >90%. LCMS (pos) m/z 478.0. Starting materials: solution, Cl (HCl), O1CCOCC1 (dioxane), C(C)(C)(C)OC(NC1=CC=C(C=C1)CC1=NC=NC(=C1)Cl)=O ([4-(6-chloro-pyrimidin-4-ylmethyl)-phenyl]-carbamic acid tert-butyl ester). The solvent is C(Cl)Cl (CH2Cl2). Reaction conditions: time 4 hour. Product: ClC1=CC(=NC=N1)CC1=CC=C(C=C1)N (4-(6-chloro-pyrimidin-4-ylmethyl)-phenylamine). The yield is 148.5%. As a reaction SMILES: Cl.O1CCOCC1.C(OC(=O)[NH:14][C:15]1[CH:20]=[CH:19][C:18]([CH2:21][C:22]2[CH:27]=[C:26]([Cl:28])[N:25]=[CH:24][N:23]=2)=[CH:17][CH:16]=1)(C)(C)C>C(Cl)Cl>[Cl:28][C:26]1[N:25]=[CH:24][N:23]=[C:22]([CH2:21][C:18]2[CH:19]=[CH:20][C:15]([NH2:14])=[CH:16][CH:17]=2)[CH:27]=1. Reported procedure: A 4 N solution of HCl in dioxane (1.2 mL, 4.96 mmol, 30 equiv) is added to a solution of [4-(6-chloro-pyrimidin-4-ylmethyl)-phenyl]-carbamic acid tert-butyl ester (50 mg, 0.156 mmol) in CH2Cl2 (0.67 mL), under an argon atmosphere. The resulting white suspension is stirred at rt for 4 h and concentrated in vacuo to afford 50.9 mg of crude 4-(6-chloro-pyrimidin-4-ylmethyl)-phenylamine as a white solid. DIEA (80 μL, 0.454 mmol, 2 equiv) is added to a suspension of crude 4-(6-chloro-pyrimidin-4-ylme... Reactants: BrC=1C=CC(=NC1OCC1OCCC1)C(=O)O (5-bromo-6-(tetrahydro-furan-2-ylmethoxy)-pyridine-2-carboxylic acid), N[C@H](C(=O)N)CC(C)C ((2S)-2-amino-4-methyl-pentanamide). Product: C(N)(=O)[C@H](CC(C)C)NC(=O)C1=NC(=C(C=C1)Br)OCC1OCCC1 (5-Bromo-6-(tetrahydro-furan-2-ylmethoxy)-pyridine-2-carboxylic acid ((S)-1-carbamoyl-3-methyl-butyl)-amide). As a reaction SMILES: [Br:1][C:2]1[CH:3]=[CH:4][C:5]([C:15]([OH:17])=O)=[N:6][C:7]=1[O:8][CH2:9][CH:10]1[CH2:14][CH2:13][CH2:12][O:11]1.[NH2:18][C@@H:19]([CH2:23][CH:24]([CH3:26])[CH3:25])[C:20]([NH2:22])=[O:21]>>[C:20]([C@@H:19]([NH:18][C:15]([C:5]1[CH:4]=[CH:3][C:2]([Br:1])=[C:7]([O:8][CH2:9][CH:10]2[CH2:14][CH2:13][CH2:12][O:11]2)[N:6]=1)=[O:17])[CH2:23][CH:24]([CH3:26])[CH3:25])(=[O:21])[NH2:22]. Procedure: The title compound was synthesized in analogy to Example 1, using 5-bromo-6-(tetrahydro-furan-2-ylmethoxy)-pyridine-2-carboxylic acid (Example 166 a) and (2S)-2-amino-4-methyl-pentanamide (CAN 687-51-4) as starting materials, MS (EI): m/e=416.0 [M+H]+. Reactants: CC#N, C=CCNCc1ccc(C(=N)NC(=O)OC(C)(C)C)cc1, O. Yields the product CC(C)(C)OC(=O)NC(=N)c1ccc(CN)cc1. Reaction SMILES: [C:23](#[N:24])[CH3:25].[CH2:1]([CH:2]=[CH2:3])[NH:4][CH2:5][c:6]1[cH:7][cH:8][c:9]([C:12]([NH:13][C:14](=[O:15])[O:16][C:17]([CH3:18])([CH3:19])[CH3:20])=[NH:21])[cH:10][cH:11]1.[OH2:22]>>[NH2:4][CH2:5][c:6]1[cH:7][cH:8][c:9]([C:12]([NH:13][C:14](=[O:15])[O:16][C:17]([CH3:18])([CH3:19])[CH3:20])=[NH:21])[cH:10][cH:11]1. The reactants are [Al+3], COc1ccc(CC(CCC2(CCc3ccc(Cl)cc3)OCCO2)[N+](=O)[O-])cc1OC, [H-], [H-], [H-], [H-], [Li+], [Mg+2], O=S(=O)([O-])[O-], C1CCOC1. Yields the product COc1ccc(CC(N)CCC2(CCc3ccc(Cl)cc3)OCCO2)cc1OC. RXN SMILES: [Al+3:2].[CH2:7]1[CH2:8][O:9][C:10]([CH2:11][CH2:12][CH:13]([CH2:14][c:15]2[cH:16][c:17]([O:23][CH3:24])[c:18]([O:21][CH3:22])[cH:19][cH:20]2)[N+:25]([O-:26])=[O:27])([CH2:28][CH2:29][c:30]2[cH:31][cH:32][c:33]([Cl:36])[cH:34][cH:35]2)[O:37]1.[H-:1].[H-:4].[H-:5].[H-:6].[Li+:3].[Mg+2:38].[O-:39][S:40]([O-:41])(=[O:42])=[O:43].[O:44]1[CH2:45][CH2:46][CH2:47][CH2:48]1>>[CH2:7]1[CH2:8][O:9][C:10]([CH2:11][CH2:12][CH:13]([CH2:14][c:15]2[cH:16][c:17]([O:23][CH3:24])[c:18]([O:21][CH3:22])[cH:19][cH:20]2)[NH2:25])([CH2:28][CH2:29][c:30]2[cH:31][cH:32][c:33]([Cl:36])[cH:34][cH:35]2)[O:37]1.